describe an organic reaction: reactants, conditions, products, and yield From a dataset of the Open Reaction Database (ORD), a public repository of structured organic reaction records. Reactants: C1(=CC=CC=C1)P(C1=CC=CC=C1)C1=CC=CC=C1 (triphenylphosphine), OCCCNC(OC(C)(C)C)=O (tert-butyl N-(3-hydroxypropyl)carbamate), CCOC(=O)/N=N/C(=O)OCC.C1(=CC=CC=C1)C (DEAD toluene), OC1=C2CNC(C2=C(C=C1)C=1N(C2=CC=C(C=C2C1)CN1CCCCC1)C(=O)OC(C)(C)C)=O (4-hydroxy-7-[1-(tert-butoxycarbonyl)-5-(piperidinomethyl)indol-2-yl]isoindolinone). The solvent is C1CCOC1 (THF). Product: C(C)(C)(C)OC(=O)NCCCON1C(C2=C(C=CC=C2C1)C=1N(C2=CC=C(C=C2C1)CN1CCCCC1)C(=O)OC(C)(C)C)=O ((3-(tert-butoxycarbonylamino)propoxy]-7-[1-(tert-butoxycarbonyl)-5-(piperidinomethyl)indol-2-yl]isoindolinone). The yield is 87.6%. Reaction SMILES: O[C:2]1[CH:10]=[CH:9][C:8]([C:11]2[N:12]([C:27]([O:29][C:30]([CH3:33])([CH3:32])[CH3:31])=[O:28])[C:13]3[C:18]([CH:19]=2)=[CH:17][C:16]([CH2:20][N:21]2[CH2:26][CH2:25][CH2:24][CH2:23][CH2:22]2)=[CH:15][CH:14]=3)=[C:7]2[C:3]=1[CH2:4][NH:5][C:6]2=[O:34].C1(P(C2C=CC=CC=2)C2C=CC=CC=2)C=CC=CC=1.[OH:54][CH2:55][CH2:56][CH2:57][NH:58][C:59](=[O:65])[O:60][C:61]([CH3:64])([CH3:63])[CH3:62].CCOC(/N=N/C(OCC)=O)=O.C1(C)C=CC=CC=1>C1COCC1>[C:61]([O:60][C:59]([NH:58][CH2:57][CH2:56][CH2:55][O:54][N:5]1[CH2:4][C:3]2[C:7](=[C:8]([C:11]3[N:12]([C:27]([O:29][C:30]([CH3:32])([CH3:31])[CH3:33])=[O:28])[C:13]4[C:18]([CH:19]=3)=[CH:17][C:16]([CH2:20][N:21]3[CH2:26][CH2:25][CH2:24][CH2:23][CH2:22]3)=[CH:15][CH:14]=4)[CH:9]=[CH:10][CH:2]=2)[C:6]1=[O:34])=[O:65])([CH3:64])([CH3:63])[CH3:62] |f:3.4|. Procedure: In a similar manner to Step 1 of Example 149, 4-hydroxy-7-[1-(tert-butoxycarbonyl)-5-(piperidinomethyl)indol-2-yl]isoindolinone (60.0 mg, 0.130 mmol) was dissolved in THF (3.6 mL), and the solution was treated with triphenylphosphine (136 mg, 0.78 mmol), tert-butyl N-(3-hydroxypropyl)carbamate (92 mg, 0.52 mmol) and 40% DEAD-toluene solution (0.236 mL), followed by purification by preparative thin-layer chromatography (chloroform/methanol=4/1) to obtain 4-[(3-(tert-butoxycarbonylamino)propoxy]-7... Starting materials: ClC=1C=C(C=CC1)C1CN(C(CO1)=O)C(CC1=CC=CC=C1)(C)C (2-[3-chlorophenyl]-4-[1,1-dimethyl-2-phenylethyl]-5-oxomorpholine), [H-].[Al+3].[Li+].[H-].[H-].[H-] (lithium aluminium hydride). The solvent is CO.C(C)(=O)OCC (methanol ethyl acetate). Yields the product Cl.ClC=1C=C(C=CC1)C1CN(CCO1)C(CC1=CC=CC=C1)(C)C (2-[3-Chlorophenyl]-4-[1,1-dimethyl-2-phenylethyl]morpholine hydrochloride). Reaction SMILES: [Cl:1][C:2]1[CH:3]=[C:4]([CH:8]2[O:13][CH2:12][C:11](=O)[N:10]([C:15]([CH3:24])([CH3:23])[CH2:16][C:17]3[CH:22]=[CH:21][CH:20]=[CH:19][CH:18]=3)[CH2:9]2)[CH:5]=[CH:6][CH:7]=1.[H-].[Al+3].[Li+].[H-].[H-].[H-]>CO.C(OCC)(=O)C>[ClH:1].[Cl:1][C:2]1[CH:3]=[C:4]([CH:8]2[O:13][CH2:12][CH2:11][N:10]([C:15]([CH3:24])([CH3:23])[CH2:16][C:17]3[CH:18]=[CH:19][CH:20]=[CH:21][CH:22]=3)[CH2:9]2)[CH:5]=[CH:6][CH:7]=1 |f:1.2.3.4.5.6,7.8,9.10|. Reported procedure: The title compound, m.p. 235° C. (methanol-ethyl acetate), was prepared from 2-[3-chlorophenyl]-4-[1,1-dimethyl-2-phenylethyl]-5-oxomorpholine and lithium aluminium hydride by an analogous procedure to that described in Example 10. Reactants: CN1CC2=CC=CC=C2CC1CO (2-methyl-1,2,3,4-tetrahydro-3-isoquinolinemethanol), C1(=CC=C(C=C1)S(=O)(=O)OC)C (methyl p-toluenesulfonate). The solvent is CC(=O)C (acetone). Conditions: time 3 hour. Product: C1(=CC=C(C=C1)S(=O)(=O)[O-])C.C[N+]1(CC2=CC=CC=C2CC1CO)C (2,2-Dimethyl-3-hydroxymethyl-1,2,3,4-tetrahydroisoquinolinium p-toluenesulfonate). Isolated yield 144.0%. Reaction SMILES: [CH3:1][N:2]1[CH:11]([CH2:12][OH:13])[CH2:10][C:9]2[C:4](=[CH:5][CH:6]=[CH:7][CH:8]=2)[CH2:3]1.[C:14]1([CH3:25])[CH:19]=[CH:18][C:17]([S:20]([O:23]C)(=[O:22])=[O:21])=[CH:16][CH:15]=1>CC(C)=O>[C:14]1([CH3:25])[CH:15]=[CH:16][C:17]([S:20]([O-:23])(=[O:21])=[O:22])=[CH:18][CH:19]=1.[CH3:1][N+:2]1([CH3:14])[CH:11]([CH2:12][OH:13])[CH2:10][C:9]2[C:4](=[CH:5][CH:6]=[CH:7][CH:8]=2)[CH2:3]1 |f:3.4|. Procedure: In 12 ml of acetone was dissolved 887 mg of 2-methyl-1,2,3,4-tetrahydro-3-isoquinolinemethanol, and 932 mg of methyl p-toluenesulfonate was added dropwise to the resulting solution. The mixture was stirred at room temperature for 3 hours to precipitate crystals. The crystals were collected by filtration, washed with acetone and dried under reduced pressure to give 1.31 g of the desired compound. Reactants: COC(=O)c1nc(-c2ccc(Cl)c(OC)c2F)cc(NC(C)=O)c1C, CC(=O)Cl, CO. The product is COC(=O)c1nc(-c2ccc(Cl)c(OC)c2F)cc(N)c1C. As a reaction SMILES: [CH3:1][O:2][C:3](=[O:4])[c:5]1[n:6][c:7](-[c:16]2[c:17]([F:25])[c:18]([O:23][CH3:24])[c:19]([Cl:22])[cH:20][cH:21]2)[cH:8][c:9]([NH:12][C:13](=[O:14])[CH3:15])[c:10]1[CH3:11].[CH3:26][C:27](=[O:28])[Cl:29].[CH3:30][OH:31]>>[CH3:1][O:2][C:3](=[O:4])[c:5]1[n:6][c:7](-[c:16]2[c:17]([F:25])[c:18]([O:23][CH3:24])[c:19]([Cl:22])[cH:20][cH:21]2)[cH:8][c:9]([NH2:12])[c:10]1[CH3:11]. Starting materials: CC(O)(c1ccc(N2CCN(S(=O)(=O)c3cccs3)CC2)c(Br)c1)C(F)(F)F, CC1(C#C[Si](C)(C)C)COC1, CC(C)NC(C)C, [Cu]I, CN(C)C=O, c1ccc(P(c2ccccc2)(c2ccccc2)[Pd](P(c2ccccc2)(c2ccccc2)c2ccccc2)(P(c2ccccc2)(c2ccccc2)c2ccccc2)P(c2ccccc2)(c2ccccc2)c2ccccc2)cc1. The product is CC1(C#Cc2cc(C(C)(O)C(F)(F)F)ccc2N2CCN(S(=O)(=O)c3cccs3)CC2)COC1. RXN SMILES: [Br:1][c:2]1[cH:3][c:4]([C:22]([C:23]([F:24])([F:25])[F:26])([CH3:27])[OH:28])[cH:5][cH:6][c:7]1[N:8]1[CH2:9][CH2:10][N:11]([S:14](=[O:15])(=[O:16])[c:17]2[s:18][cH:19][cH:20][cH:21]2)[CH2:12][CH2:13]1.[CH3:36][Si:37]([C:38]#[C:39][C:40]1([CH3:44])[CH2:41][O:42][CH2:43]1)([CH3:45])[CH3:46].[CH:29]([NH:30][CH:31]([CH3:32])[CH3:33])([CH3:34])[CH3:35].[Cu:124][I:125].[O:126]=[CH:127][N:128]([CH3:129])[CH3:130].[cH:47]1[cH:48][cH:49][c:50]([P:51]([Pd:52]([P:53]([c:54]2[cH:55][cH:56][cH:57][cH:58][cH:59]2)([c:60]2[cH:61][cH:62][cH:63][cH:64][cH:65]2)[c:66]2[cH:67][cH:68][cH:69][cH:70][cH:71]2)([P:72]([c:73]2[cH:74][cH:75][cH:76][cH:77][cH:78]2)([c:79]2[cH:80][cH:81][cH:82][cH:83][cH:84]2)[c:85]2[cH:86][cH:87][cH:88][cH:89][cH:90]2)[P:91]([c:92]2[cH:93][cH:94][cH:95][cH:96][cH:97]2)([c:98]2[cH:99][cH:100][cH:101][cH:102][cH:103]2)[c:104]2[cH:105][cH:106][cH:107][cH:108][cH:109]2)([c:110]2[cH:111][cH:112][cH:113][cH:114][cH:115]2)[c:116]2[cH:117][cH:118][cH:119][cH:120][cH:121]2)[cH:122][cH:123]1>>[c:2]1([C:38]#[C:39][C:40]2([CH3:44])[CH2:41][O:42][CH2:43]2)[cH:3][c:4]([C:22]([C:23]([F:24])([F:25])[F:26])([CH3:27])[OH:28])[cH:5][cH:6][c:7]1[N:8]1[CH2:9][CH2:10][N:11]([S:14](=[O:15])(=[O:16])[c:17]2[s:18][cH:19][cH:20][cH:21]2)[CH2:12][CH2:13]1.